From a dataset of the Open Reaction Database (ORD), a public repository of structured organic reaction records. describe an organic reaction: reactants, conditions, products, and yield The reactants are CCNCC, CCO, CCO, CCOCC, CCOC(C)=O, OC(COCCCl)c1cc2ccsc2cc1F, Cl, Cl, [I-], [K+], O. The product is CCN(CC)CCOCC(O)c1cc2ccsc2cc1F, Cl. Reaction SMILES: [CH2:18]([CH3:19])[NH:20][CH2:21][CH3:22].[CH2:26]([OH:27])[CH3:28].[CH3:30][CH2:31][OH:32].[CH3:33][CH2:34][O:35][CH2:36][CH3:37].[CH3:39][CH2:40][O:41][C:42](=[O:43])[CH3:44].[Cl:1][CH2:2][CH2:3][O:4][CH2:5][CH:6]([OH:7])[c:8]1[cH:9][c:10]2[c:11]([s:12][cH:13][cH:14]2)[cH:15][c:16]1[F:17].[ClH:25].[ClH:29].[I-:24].[K+:23].[OH2:38]>>[CH2:2]([CH2:3][O:4][CH2:5][CH:6]([OH:7])[c:8]1[cH:9][c:10]2[c:11]([s:12][cH:13][cH:14]2)[cH:15][c:16]1[F:17])[N:20]([CH2:18][CH3:19])[CH2:21][CH3:22].[ClH:1]. Starting materials: twenty, O1COC2=C1C=CC(=C2)C=2C(=NN(C2NS(=O)(=O)C2=CC=C(C=C2)C(C)(C)C)C)OCCO (N-[4-(1,3-benzodioxol-5-yl)-3-(2-hydroxyethoxy)-1-methyl-1H-pyrazol-5-yl]-4-(tert-butyl)benzenesulfonamide), CO (methanol). Conditions: time 2 day. Yields the product O1COC2=C1C=CC(=C2)C=2C(=NN(C2NS(=O)(=O)C2=CC=C(C=C2)C(CO)(C)C)C)OCCO (N-[4-(1,3-benzodioxol-5-yl)-3-(2-hydroxyethoxy)-1-methyl-1H-pyrazol-5-yl]-4-(2-hydroxy-1,1-dimethylethyl)benzenesulfonamide). RXN SMILES: [O:1]1[C:5]2[CH:6]=[CH:7][C:8]([C:10]3[C:11]([O:30][CH2:31][CH2:32][OH:33])=[N:12][N:13]([CH3:29])[C:14]=3[NH:15][S:16]([C:19]3[CH:24]=[CH:23][C:22]([C:25]([CH3:28])([CH3:27])[CH3:26])=[CH:21][CH:20]=3)(=[O:18])=[O:17])=[CH:9][C:4]=2[O:3][CH2:2]1.C[OH:35]>>[O:1]1[C:5]2[CH:6]=[CH:7][C:8]([C:10]3[C:11]([O:30][CH2:31][CH2:32][OH:33])=[N:12][N:13]([CH3:29])[C:14]=3[NH:15][S:16]([C:19]3[CH:24]=[CH:23][C:22]([C:25]([CH3:28])([CH3:26])[CH2:27][OH:35])=[CH:21][CH:20]=3)(=[O:18])=[O:17])=[CH:9][C:4]=2[O:3][CH2:2]1. Procedure details: Amycolata autotrophica ATCC35203 maintained on a quarter strength ATCC172 agar slope was inoculated as a loopful of spores into a 300 ml Erlenmeyer flasks each containing 50 ml of MY inoculum medium. This was allowed to incubate for 2 days at 28° C., 200 rpm on an Infors Multitron™ Shaker with 1″ throw. Two mls of this inoculum was then transferred to each of twenty 300 ml Erlenmeyer flask containing 50 ml of MY production medium and incubated under the same conditions for a further 24 hours. At...